This data is from the Open Reaction Database (ORD), a public repository of structured organic reaction records. The task is: describe an organic reaction: reactants, conditions, products, and yield The reactants are C(#N)CCC1OC2=C(CC1)C=C(C=C2)[N+](=O)[O-] (2-cyanoethyl-6-nitro-3,4-dihydro-2H-1-benzopyran), S(=O)(=O)([O-])[O-].[Ba+2] (barium sulfate). Reagents/catalysts: [Pd] (palladium). Solvent: O1CCCC1 (tetrahydrofuran). Conditions: time 2 day. Yields the product C(#N)CCC1OC2=C(CC1)C=C(C=C2)N (2-Cyanoethyl-6-amino-3,4-dihydro-2H-1-benzopyran). As a reaction SMILES: [C:1]([CH2:3][CH2:4][CH:5]1[CH2:10][CH2:9][C:8]2[CH:11]=[C:12]([N+:15]([O-])=O)[CH:13]=[CH:14][C:7]=2[O:6]1)#[N:2].S([O-])([O-])(=O)=O.[Ba+2]>O1CCCC1.[Pd]>[C:1]([CH2:3][CH2:4][CH:5]1[CH2:10][CH2:9][C:8]2[CH:11]=[C:12]([NH2:15])[CH:13]=[CH:14][C:7]=2[O:6]1)#[N:2] |f:1.2|. Procedure: A solution of 4.3 g (18.5 mmol) of 2-cyanoethyl-6-nitro-3,4-dihydro-2H-1-benzopyran in 80 ml of tetrahydrofuran is hydrogenated in the presence of 1 g of palladium on 5% barium sulfate. The mixture is stirred for 2 days, then it is filtered and the filtrate is concentrated under reduced pressure. By chromatography of the residue on a silica column using cyclohexane containing 30% ethyl acetate, 2.5 g of product are obtained. Reactants: [Al+3], C1CCOC1, [H-], [H-], [H-], [H-], [Li+], [Na+], [OH-], O, N#Cc1ccc2ccsc2c1. Product: NCc1ccc2ccsc2c1. RXN SMILES: [Al+3:13].[CH2:21]1[O:22][CH2:23][CH2:24][CH2:25]1.[H-:12].[H-:15].[H-:16].[H-:17].[Li+:14].[Na+:20].[OH-:19].[OH2:18].[s:1]1[c:2]2[c:3]([cH:4][cH:5]1)[cH:6][cH:7][c:8]([C:10]#[N:11])[cH:9]2>>[s:1]1[c:2]2[c:3]([cH:4][cH:5]1)[cH:6][cH:7][c:8]([CH2:10][NH2:11])[cH:9]2. The reactants are CCCC(C(=O)OC)c1c(C)nc2cc(C(C)(C)C)nn2c1-c1ccc2ccccc2c1, CO, [Na+], [OH-]. Product: CCCC(C(=O)O)c1c(C)nc2cc(C(C)(C)C)nn2c1-c1ccc2ccccc2c1. Reaction SMILES: [C:1]([CH3:2])([CH3:3])([CH3:4])[c:5]1[n:6][n:7]2[c:8]([n:9][c:10]([CH3:31])[c:11]([CH:23]([C:24](=[O:25])[O:26][CH3:27])[CH2:28][CH2:29][CH3:30])[c:12]2-[c:13]2[cH:14][c:15]3[cH:16][cH:17][cH:18][cH:19][c:20]3[cH:21][cH:22]2)[cH:32]1.[CH3:35][OH:36].[Na+:34].[OH-:33]>>[C:1]([CH3:2])([CH3:3])([CH3:4])[c:5]1[n:6][n:7]2[c:8]([n:9][c:10]([CH3:31])[c:11]([CH:23]([C:24](=[O:25])[OH:26])[CH2:28][CH2:29][CH3:30])[c:12]2-[c:13]2[cH:14][c:15]3[cH:16][cH:17][cH:18][cH:19][c:20]3[cH:21][cH:22]2)[cH:32]1. Starting materials: solution, Br[Zn]CC(C)C (bromo(isobutyl)zinc), O (water), C(C)(=O)OCC (ethyl acetate), BrC1=CC=CC(=N1)N1CCC(CC1)CCN1C(OCC1=O)=O (3-{2-[1-(6-bromo-2-pyridyl)-4-piperidyl]ethyl}-1,3-oxazolidine-2,4-dione). Reagents/catalysts: Cl[Pd]([P](C1=CC=CC=C1)(C2=CC=CC=C2)C3=CC=CC=C3)([P](C4=CC=CC=C4)(C5=CC=CC=C5)C6=CC=CC=C6)Cl (dichlorobis(triphenylphosphine)palladium). Run in O1CCCC1 (tetrahydrofuran), O1CCCC1 (tetrahydrofuran). Run at time 17 hour. The product is C(C(C)C)C1=CC=CC(=N1)N1CCC(CC1)CCN1C(OCC1=O)=O (3-{2-[1-(6-Isobutyl-2-pyridyl)-4-piperidyl]ethyl}-1,3-oxazolidine-2,4-dione). Reaction SMILES: Br[C:2]1[N:7]=[C:6]([N:8]2[CH2:13][CH2:12][CH:11]([CH2:14][CH2:15][N:16]3[C:20](=[O:21])[CH2:19][O:18][C:17]3=[O:22])[CH2:10][CH2:9]2)[CH:5]=[CH:4][CH:3]=1.Br[Zn][CH2:25][CH:26]([CH3:28])[CH3:27].O.C(OCC)(=O)C>O1CCCC1.Cl[Pd](Cl)([P](C1C=CC=CC=1)(C1C=CC=CC=1)C1C=CC=CC=1)[P](C1C=CC=CC=1)(C1C=CC=CC=1)C1C=CC=CC=1>[CH2:25]([C:2]1[N:7]=[C:6]([N:8]2[CH2:13][CH2:12][CH:11]([CH2:14][CH2:15][N:16]3[C:20](=[O:21])[CH2:19][O:18][C:17]3=[O:22])[CH2:10][CH2:9]2)[CH:5]=[CH:4][CH:3]=1)[CH:26]([CH3:28])[CH3:27] |^1:43,62|. Reported procedure: 2 g (5.43 mmol) of 3-{2-[1-(6-bromo-2-pyridyl)-4-piperidyl]ethyl}-1,3-oxazolidine-2,4-dione, prepared in step 13.3, and 0.20 g (0.271 mmol) of dichlorobis(triphenylphosphine)palladium (Pd(PPh3)2Cl2) suspended in 10 ml of tetrahydrofuran are introduced under an inert atmosphere. 22 ml (10.80 mmol) of a solution (0.5 M) of bromo(isobutyl)zinc in tetrahydrofuran are then added. Stirring is continued at room temperature for 17 hours. The reaction mixture is poured into water and ethyl acetate. The p... Reaction SMILES: Br[CH:2]([CH3:8])[C:3]([O:5][CH2:6][CH3:7])=[O:4].[CH2:9]([NH:11][CH2:12][CH3:13])[CH3:10]>>[CH2:6]([O:5][C:3](=[O:4])[CH:2]([N:11]([CH2:12][CH3:13])[CH2:9][CH3:10])[CH3:8])[CH3:7]. Procedure: To ethyl 2-bromopropionate (0.15 moles), diethylamine (0.4 moles) was added, followed by stirring for 10 hours at room temperature. White solid was removed by filtration, and then the filtrate was distilled to obtain 2-diethylaminopropionic acid ethyl ester (0.120 moles). Product: C(C)OC(C(C)N(CC)CC)=O (2-diethylaminopropionic acid ethyl ester). The yield is 80.0%. Starting materials: BrC(C(=O)OCC)C (ethyl 2-bromopropionate), C(C)NCC (diethylamine). Conditions: time 10 hour. The reactants are COC(=O)C1=CC2=C(N(C(=N2)NC=2SC3=C(N2)C=CC(=C3)OC(F)(F)F)C)C=C1F (6-fluoro-1-methyl-2-(6-trifluoromethoxy-benzothiazol-2-ylamino)-1H-benzoimidazole-5-carboxylic acid methyl ester), [OH-].[Li+] (lithium hydroxide). Product: FC=1C(=CC2=C(N(C(=N2)NC=2SC3=C(N2)C=CC(=C3)OC(F)(F)F)C)C1)C(=O)O (6-Fluoro-1-methyl-2-(6-trifluoromethoxy-benzothiazol-2-ylamino)-1H-benzoimidazole-5-carboxylic acid). The yield is 89.3%. RXN SMILES: C[O:2][C:3]([C:5]1[C:29]([F:30])=[CH:28][C:8]2[N:9]([CH3:27])[C:10]([NH:12][C:13]3[S:14][C:15]4[CH:21]=[C:20]([O:22][C:23]([F:26])([F:25])[F:24])[CH:19]=[CH:18][C:16]=4[N:17]=3)=[N:11][C:7]=2[CH:6]=1)=[O:4].[OH-].[Li+]>>[F:30][C:29]1[C:5]([C:3]([OH:4])=[O:2])=[CH:6][C:7]2[N:11]=[C:10]([NH:12][C:13]3[S:14][C:15]4[CH:21]=[C:20]([O:22][C:23]([F:26])([F:25])[F:24])[CH:19]=[CH:18][C:16]=4[N:17]=3)[N:9]([CH3:27])[C:8]=2[CH:28]=1 |f:1.2|. Reported procedure: 6-Fluoro-1-methyl-2-(6-trifluoromethoxy-benzothiazol-2-ylamino)-1H-benzoimidazole-5-carboxylic acid (121 mg) was prepared by following General Procedure E starting from 6-fluoro-1-methyl-2-(6-trifluoromethoxy-benzothiazol-2-ylamino)-1H-benzoimidazole-5-carboxylic acid methyl ester (140 mg) and lithium hydroxide (53 mg). LC/MS: m/z 427.8. 1H NMR (DMSO-d6, 400 MHz): δ 8.01 (d, 1H), 7.95 (s, 1H), 7.61 (d, 1H), 7.48 (d, 1H), 7.38 (d, 1H), 3.65 (s, 3H), —COOH and —NH proton signal was not observed. Reactants: CC(C)(C)OC(=O)NC1CC(C(=O)NCC(O)C(Cc2ccccc2)NC(=O)OCc2ccccc2)N(C(C)(C)C)C1, CCO. The product is CC(C)(C)OC(=O)NC1CC(C(=O)NCC(O)C(N)Cc2ccccc2)N(C(C)(C)C)C1. As a reaction SMILES: [CH2:1]([O:2][C:3](=[O:4])[NH:11][CH:12]([CH:13]([CH2:14][NH:15][C:16]([CH:17]1[N:18]([C:30]([CH3:31])([CH3:32])[CH3:33])[CH2:19][CH:20]([NH:22][C:23](=[O:24])[O:25][C:26]([CH3:27])([CH3:28])[CH3:29])[CH2:21]1)=[O:34])[OH:35])[CH2:36][c:37]1[cH:38][cH:39][cH:40][cH:41][cH:42]1)[c:5]1[cH:6][cH:7][cH:8][cH:9][cH:10]1.[CH3:43][CH2:44][OH:45]>>[NH2:11][CH:12]([CH:13]([CH2:14][NH:15][C:16]([CH:17]1[N:18]([C:30]([CH3:31])([CH3:32])[CH3:33])[CH2:19][CH:20]([NH:22][C:23](=[O:24])[O:25][C:26]([CH3:27])([CH3:28])[CH3:29])[CH2:21]1)=[O:34])[OH:35])[CH2:36][c:37]1[cH:38][cH:39][cH:40][cH:41][cH:42]1. Starting materials: Cl.OCC=1C=C(C(=NC1)C)O (5-hydroxymethyl-2-methyl-3-pyridinol hydrochloride), C(C)N=C=O (ethyl isocyanate), ice water. Run in N1=CC=CC=C1 (pyridine). Product: C(C)NC(=O)OC=1C(=NC=C(C1)COC(NCC)=O)C (3-Ethylcarbamoyloxy-5-ethylcarbamoyloxymethyl-2-methylpyridine). As a reaction SMILES: Cl.[OH:2][CH2:3][C:4]1[CH:5]=[C:6]([OH:11])[C:7]([CH3:10])=[N:8][CH:9]=1.[CH2:12]([N:14]=[C:15]=[O:16])[CH3:13]>N1C=CC=CC=1>[CH2:12]([NH:14][C:15]([O:11][C:6]1[C:7]([CH3:10])=[N:8][CH:9]=[C:4]([CH2:3][O:2][C:15](=[O:16])[NH:14][CH2:12][CH3:13])[CH:5]=1)=[O:16])[CH3:13] |f:0.1|. Procedure: To a solution of 0.9 g. of 5-hydroxymethyl-2-methyl-3-pyridinol hydrochloride in 10 ml. of pyridine was added 0.8 g. of ethyl isocyanate and the mixture was stirred at 100°C for 2 hours. After cooling, the mixture was poured into ice water and extracted with chloroform. The extract was washed with water, dried over anhydrous sodium sulfate and the solvent was distilled off to give a crystalline product, which was recrystallized from ethyl acetate-n-hexane to give 0.95 g. of the desired product a...